The task is: describe an organic reaction: reactants, conditions, products, and yield. This data is from the Open Reaction Database (ORD), a public repository of structured organic reaction records. The reactants are O=C([O-])[O-], CS(=O)(=O)c1nc2ccc(Cl)nc2s1, CC#N, [K+], [K+], CCOC(=O)C(C)Oc1ccc(O)cc1. The product is CCOC(=O)C(C)Oc1ccc(Oc2nc3ccc(Cl)nc3s2)cc1. RXN SMILES: [C:16](=[O:17])([O-:18])[O-:19].[CH3:22][S:23](=[O:24])(=[O:25])[c:26]1[s:27][c:28]2[n:29][c:30]([Cl:35])[cH:31][cH:32][c:33]2[n:34]1.[CH3:36][C:37]#[N:38].[K+:20].[K+:21].[OH:1][c:2]1[cH:3][cH:4][c:5]([O:6][CH:7]([C:8](=[O:9])[O:10][CH2:11][CH3:12])[CH3:13])[cH:14][cH:15]1>>[O:1]([c:2]1[cH:3][cH:4][c:5]([O:6][CH:7]([C:8](=[O:9])[O:10][CH2:11][CH3:12])[CH3:13])[cH:14][cH:15]1)[c:26]1[s:27][c:28]2[n:29][c:30]([Cl:35])[cH:31][cH:32][c:33]2[n:34]1. Reactants: ClCCl, O=C(Cl)c1ccc([N+](=O)[O-])cc1, N#CCC#N, [Na+], [OH-]. Yields the product N#CC(C#N)=C(O)c1ccc([N+](=O)[O-])cc1. As a reaction SMILES: [Cl:20][CH2:21][Cl:22].[N+:1](=[O:2])([O-:3])[c:4]1[cH:5][cH:6][c:7]([C:8](=[O:9])[Cl:10])[cH:11][cH:12]1.[N:13]#[C:14][CH2:15][C:16]#[N:17].[Na+:19].[OH-:18]>>[N+:1](=[O:2])([O-:3])[c:4]1[cH:5][cH:6][c:7]([C:8]([OH:9])=[C:15]([C:14]#[N:13])[C:16]#[N:17])[cH:11][cH:12]1. Reactants: C(C)OC=1C=C(CO)C=CC1OCCBr (3-ethoxy-4-(2-bromoethoxy)benzyl alcohol), C(C1=CC=CC=C1)N (benzylamine), C(C)(=O)OCC (ethyl acetate). Run in CC(=O)C (acetone). Yields the product C(C1=CC=CC=C1)NCCOC1=C(C=C(C=C1)CO)OCC (N-benzyl-2-(2-ethoxy-4-hydroxymethylphenoxy)ethylamine). Yield: 74.7%. Reaction SMILES: [CH2:1]([O:3][C:4]1[CH:5]=[C:6]([CH:9]=[CH:10][C:11]=1[O:12][CH2:13][CH2:14]Br)[CH2:7][OH:8])[CH3:2].[CH2:16]([NH2:23])[C:17]1[CH:22]=[CH:21][CH:20]=[CH:19][CH:18]=1.C(OCC)(=O)C>CC(C)=O>[CH2:16]([NH:23][CH2:14][CH2:13][O:12][C:11]1[CH:10]=[CH:9][C:6]([CH2:7][OH:8])=[CH:5][C:4]=1[O:3][CH2:1][CH3:2])[C:17]1[CH:22]=[CH:21][CH:20]=[CH:19][CH:18]=1. Procedure details: A mixture of 27.5 g of 3-ethoxy-4-(2-bromoethoxy)benzyl alcohol and 53.5 g of benzylamine was heated to 130°-135° C. for 1.5 hours with stirring. After cooling the reaction mixture, 300 ml of ethyl acetate was added therein and the mixture was washed twice each time with 50 ml of water, dried with anhydrous sodium sulfate and distilled under reduced pressure to provide an orange oily product. To the product was added 50 ml of acetone to form crystals, which were recovered by filtration under suc... The reactants are [OH-].[Na+] (sodium hydroxide), COC([C@@H](C1=CC=CC=C1)NS(=O)(=O)C1=CC=C(C=C1)OC)=O (2(R)-[(4-methoxybenzenesulfonyl)amino]-2-phenyl acetic acid methyl ester), Cl (HCl). Solvent: C(C)O (ethanol). Reaction conditions: time 8 hour. Product: COC1=CC=C(C=C1)S(=O)(=O)N[C@@H](C(=O)O)C1=CC=CC=C1 (2(R)-[(4-methoxybenzenesulfonyl)amino]-2-phenyl acetic acid). Isolated yield 98.5%. Reaction SMILES: C[O:2][C:3](=[O:23])[C@H:4]([NH:11][S:12]([C:15]1[CH:20]=[CH:19][C:18]([O:21][CH3:22])=[CH:17][CH:16]=1)(=[O:14])=[O:13])[C:5]1[CH:10]=[CH:9][CH:8]=[CH:7][CH:6]=1.[OH-].[Na+].Cl>C(O)C>[CH3:22][O:21][C:18]1[CH:17]=[CH:16][C:15]([S:12]([NH:11][C@H:4]([C:5]2[CH:10]=[CH:9][CH:8]=[CH:7][CH:6]=2)[C:3]([OH:23])=[O:2])(=[O:14])=[O:13])=[CH:20][CH:19]=1 |f:1.2|. Procedure: To a suspension of 3 mmol of 2(R)-[(4-methoxybenzenesulfonyl)amino]-2-phenyl acetic acid methyl ester in 15 mL of ethanol is added 5 mL of aqueous 2.5M sodium hydroxide. The solid suspension dissolved, and is allowed to stir, stoppered, at ambient temperature overnight. The resulting suspension is acidified with aqueous 10% HCl and extracted with ethyl acetate, adding brine to facilitate phase separation. The organic phase is washed with water and with brine and dried over sodium sulfate. It is ... Starting materials: N1N=CC2=CC=CC(=C12)C(CC(=O)NC)C1=CC=CC=C1 (3-(1H-indazol-7-yl)-N-methyl-3-phenyl-propionamide), C(=O)(C(F)(F)F)O (TFA), N1C=CC2=CC=CC(=C12)C(CCNC)C1=CC=CC=C1 ([3-(1H-Indol-7-yl)-3-phenyl-propyl]-methyl-amine). Product: N1N=CC2=CC=CC(=C12)C(CCNC)C1=CC=CC=C1 ([3-(1H-Indazol-7-yl)-3-phenyl-propyl]-methyl-amine). As a reaction SMILES: [NH:1]1[C:9]2[C:4](=[CH:5][CH:6]=[CH:7][C:8]=2[CH:10]([C:16]2[CH:21]=[CH:20][CH:19]=[CH:18][CH:17]=2)[CH2:11][C:12]([NH:14][CH3:15])=O)[CH:3]=[N:2]1.C(O)(C(F)(F)F)=O.N1C2C(=CC=CC=2C(C2C=CC=CC=2)CCNC)C=C1>>[NH:1]1[C:9]2[C:4](=[CH:5][CH:6]=[CH:7][C:8]=2[CH:10]([C:16]2[CH:21]=[CH:20][CH:19]=[CH:18][CH:17]=2)[CH2:11][CH2:12][NH:14][CH3:15])[CH:3]=[N:2]1. Procedure details: [3-(1H-Indazol-7-yl)-3-phenyl-propyl]-methyl-amine CCLX was prepared from 3-(1H-indazol-7-yl)-N-methyl-3-phenyl-propionamide and TFA using the procedure described for preparation of [3-(1H-Indol-7-yl)-3-phenyl-propyl]-methyl-amine XX (Example 4). Reactants: CN(C)CCCN(C)c1ccc(C(=O)Nc2n[nH]c3ccc(OCc4cc(F)cc(F)c4)cc23)c(N)c1, c1ccncc1, O=C(Cl)c1ccc[nH]1. Yields the product CN(C)CCCN(C)c1ccc(C(=O)Nc2n[nH]c3ccc(OCc4cc(F)cc(F)c4)cc23)c(NC(=O)c2ccc[nH]2)c1. RXN SMILES: [NH2:1][c:2]1[c:3]([C:4](=[O:5])[NH:6][c:7]2[n:8][nH:9][c:10]3[cH:11][cH:12][c:13]([O:16][CH2:17][c:18]4[cH:19][c:20]([F:25])[cH:21][c:22]([F:24])[cH:23]4)[cH:14][c:15]23)[cH:26][cH:27][c:28]([N:30]([CH3:31])[CH2:32][CH2:33][CH2:34][N:35]([CH3:36])[CH3:37])[cH:29]1.[cH:46]1[cH:47][cH:48][n:49][cH:50][cH:51]1.[nH:38]1[c:39]([C:43](=[O:44])[Cl:45])[cH:40][cH:41][cH:42]1>>[NH:1]([c:2]1[c:3]([C:4](=[O:5])[NH:6][c:7]2[n:8][nH:9][c:10]3[cH:11][cH:12][c:13]([O:16][CH2:17][c:18]4[cH:19][c:20]([F:25])[cH:21][c:22]([F:24])[cH:23]4)[cH:14][c:15]23)[cH:26][cH:27][c:28]([N:30]([CH3:31])[CH2:32][CH2:33][CH2:34][N:35]([CH3:36])[CH3:37])[cH:29]1)[C:43]([c:39]1[nH:38][cH:42][cH:41][cH:40]1)=[O:44].